Dataset: the Open Reaction Database (ORD), a public repository of structured organic reaction records. Task: describe an organic reaction: reactants, conditions, products, and yield The reactants are c1ccc(Cc2nc(-c3ccncc3)cs2)cc1, ClCCl, O=C(OO)c1cccc(Cl)c1. Yields the product [O-][n+]1ccc(-c2csc(Cc3ccccc3)n2)cc1. RXN SMILES: [CH2:12]([c:13]1[cH:14][cH:15][cH:16][cH:17][cH:18]1)[c:19]1[s:20][cH:21][c:22](-[c:24]2[cH:25][cH:26][n:27][cH:28][cH:29]2)[n:23]1.[CH2:30]([Cl:31])[Cl:32].[Cl:1][c:2]1[cH:3][cH:4][cH:5][c:6]([C:7]([O:8][OH:10])=[O:9])[cH:11]1>>[O-:9][n+:27]1[cH:26][cH:25][c:24](-[c:22]2[cH:21][s:20][c:19]([CH2:12][c:13]3[cH:14][cH:15][cH:16][cH:17][cH:18]3)[n:23]2)[cH:29][cH:28]1. Yields the product NC(=O)c1cc([N+](=O)[O-])cc(Br)n1. Reactants: O=C(O)c1cc([N+](=O)[O-])cc(Br)n1, CN(C)C=O, [NH4+], [OH-], O. As a reaction SMILES: [Br:1][c:2]1[cH:3][c:4]([N+:11](=[O:12])[O-:13])[cH:5][c:6]([C:8](=[O:9])[OH:10])[n:7]1.[CH3:16][N:17]([CH3:18])[CH:19]=[O:20].[NH4+:15].[OH-:14].[OH2:21]>>[Br:1][c:2]1[cH:3][c:4]([N+:11](=[O:12])[O-:13])[cH:5][c:6]([C:8](=[O:9])[NH2:15])[n:7]1. The reactants are FC1=NC(=CC=C1)F (2,6-difluoropyridine), COC1=CC=C(C=C1)CNC ((4-methoxyphenyl)-N-methylmethanamine). Solvent: O (Water), O (water). Conditions: temperature 150 celsius. The product is COC1=CC=C(CN(C2=NC(=CC=C2)F)C)C=C1 (N-(4-methoxybenzyl)-6-fluoro-N-methylpyridin-2-amine). Isolated yield 81.2%. Reaction SMILES: F[C:2]1[CH:7]=[CH:6][CH:5]=[C:4]([F:8])[N:3]=1.[CH3:9][O:10][C:11]1[CH:16]=[CH:15][C:14]([CH2:17][NH:18][CH3:19])=[CH:13][CH:12]=1>O>[CH3:9][O:10][C:11]1[CH:16]=[CH:15][C:14]([CH2:17][N:18]([CH3:19])[C:2]2[CH:7]=[CH:6][CH:5]=[C:4]([F:8])[N:3]=2)=[CH:13][CH:12]=1. Reported procedure: In a microwave tube was placed 2,6-difluoropyridine (0.183 mL, 2.00 mmol) and (4-methoxyphenyl)-N-methylmethanamine (0.604 g, 4.00 mmol) in 2 mL of water. The mixture was heated at 150° C. for 20 min. Water was added and the mixture was extracted with ethyl acetate (3×). The combined organic layer were dried over anhydrous sodium sulfate, filtered and concentrated to give 470 mg of a crude yellow oil, which was purified by column chromatography (3/1 hexanes/ethyl acetate) to give 400 mg of N-(4-...